From a dataset of the Open Reaction Database (ORD), a public repository of structured organic reaction records. describe an organic reaction: reactants, conditions, products, and yield Reactants: compound, NC1=CC=C(C=C1)C=1C=C2CN(C(C2=CC1)=O)[C@H](C(=O)OC)C(C)C ((S)-Methyl 2-(5-(4-aminophenyl)-1-oxoisoindolin-2-yl)-3-methylbutanoate), FC(C1=CC=C(C(=O)Br)C=C1)(F)F (4-trifluoromethyl benzoyl bromide), compound, compound. Yields the product CC([C@@H](C(=O)OC)N1C(C2=CC=C(C=C2C1)C1=CC=C(C=C1)NC(C1=CC=C(C=C1)C(F)(F)F)=O)=O)C ((S)-Methyl 3-methyl-2-(1-oxo-5-(4-(4-(trifluoromethyl)benzamido)phenyl)isoindolin-2-yl)butanoate). Reaction SMILES: [NH2:1][C:2]1[CH:7]=[CH:6][C:5]([C:8]2[CH:9]=[C:10]3[C:14](=[CH:15][CH:16]=2)[C:13](=[O:17])[N:12]([C@@H:18]([CH:23]([CH3:25])[CH3:24])[C:19]([O:21][CH3:22])=[O:20])[CH2:11]3)=[CH:4][CH:3]=1.[F:26][C:27]([F:38])([F:37])[C:28]1[CH:36]=[CH:35][C:31]([C:32](Br)=[O:33])=[CH:30][CH:29]=1>>[CH3:24][CH:23]([CH3:25])[C@H:18]([N:12]1[CH2:11][C:10]2[C:14](=[CH:15][CH:16]=[C:8]([C:5]3[CH:6]=[CH:7][C:2]([NH:1][C:32](=[O:33])[C:31]4[CH:35]=[CH:36][C:28]([C:27]([F:26])([F:37])[F:38])=[CH:29][CH:30]=4)=[CH:3][CH:4]=3)[CH:9]=2)[C:13]1=[O:17])[C:19]([O:21][CH3:22])=[O:20]. Procedure: The compound of example 308 was prepared analogous to compound of example 304 by reaction of compound of example 223 with 4-trifluoromethyl benzoyl bromide. The compound of example 308 was used directly without isolation, for the preparation of compound of example 309. Reactants: CCO, N#Cc1cc(O)ccc1-c1ccoc1. The product is NCc1cc(O)ccc1-c1ccoc1. RXN SMILES: [CH3:15][CH2:16][OH:17].[o:1]1[cH:2][c:3](-[c:6]2[c:7]([C:8]#[N:9])[cH:10][c:11]([OH:14])[cH:12][cH:13]2)[cH:4][cH:5]1>>[o:1]1[cH:2][c:3](-[c:6]2[c:7]([CH2:8][NH2:9])[cH:10][c:11]([OH:14])[cH:12][cH:13]2)[cH:4][cH:5]1. The reactants are CC(N(C)C)N(C)C, Nc1c2c(nc3ccccc13)CCCC2=O, O=C(O)C(F)(F)F. Product: C=C1CCc2nc3ccccc3c(N)c2C1=O. RXN SMILES: [CH3:17][N:18]([CH:19]([N:20]([CH3:21])[CH3:22])[CH3:23])[CH3:24].[NH2:1][c:2]1[c:3]2[cH:4][cH:5][cH:6][cH:7][c:8]2[n:9][c:10]2[c:15]1[C:14](=[O:16])[CH2:13][CH2:12][CH2:11]2.[OH:25][C:26]([C:27]([F:28])([F:29])[F:30])=[O:31]>>[NH2:1][c:2]1[c:3]2[cH:4][cH:5][cH:6][cH:7][c:8]2[n:9][c:10]2[c:15]1[C:14](=[O:16])[C:13](=[CH2:17])[CH2:12][CH2:11]2. Starting materials: 55, C1(=CC=CC=C1)CN1CCC(CC1)CC1=NC2=C(N1)C=CC=C2 (2-[[1-(phenylmethyl)-4-piperidinyl]methyl]-1H-benzimidazole), CN(C=O)C (N,N-dimethylformamide), [H-].[Na+] (sodium hydride), ClCC1=CC=C(C=C1)F (1-(chloromethyl)-4-fluorobenzene). The solvent is O (Water). Run at time 1 hour. Yields the product 67.6, FC1=CC=C(C=C1)CN1C(=NC2=C1C=CC=C2)CC2CCN(CC2)CC2=CC=CC=C2 (1-[(4-fluorophenyl)methyl]-2-[[1-(phenylmethyl)-4-piperidinyl]methyl]-1H-benzimidazole). The yield is 90.0%. As a reaction SMILES: [C:1]1([CH2:7][N:8]2[CH2:13][CH2:12][CH:11]([CH2:14][C:15]3[NH:19][C:18]4[CH:20]=[CH:21][CH:22]=[CH:23][C:17]=4[N:16]=3)[CH2:10][CH2:9]2)[CH:6]=[CH:5][CH:4]=[CH:3][CH:2]=1.CN(C)C=O.[H-].[Na+].Cl[CH2:32][C:33]1[CH:38]=[CH:37][C:36]([F:39])=[CH:35][CH:34]=1>O>[F:39][C:36]1[CH:37]=[CH:38][C:33]([CH2:32][N:19]2[C:18]3[CH:20]=[CH:21][CH:22]=[CH:23][C:17]=3[N:16]=[C:15]2[CH2:14][CH:11]2[CH2:10][CH2:9][N:8]([CH2:7][C:1]3[CH:6]=[CH:5][CH:4]=[CH:3][CH:2]=3)[CH2:13][CH2:12]2)=[CH:34][CH:35]=1 |f:2.3|. Procedure details: To a stirred mixture of 55 parts of 2-[[1-(phenylmethyl)-4-piperidinyl]methyl]-1H-benzimidazole and 450 parts of N,N-dimethylformamide were added 10.6 parts of a sodium hydride dispersion 50% and stirring was continued for 1 hour. Then there were added dropwise 26 parts of 1-(chloromethyl)-4-fluorobenzene (slightly exothermic reaction). Upon completion, stirring was continued overnight at room temperature. Water was added and the product was extracted with 4-methyl-2-pentanone. The extract was d... Reactants: OC(C1=CC=C(C=C1)NC(=O)C=1C(OC2=C(C1)C=C(C=C2)C2=CC=C(C=C2)C)C)C2=NC=CC=C2 (N-[4-[hydroxy(2-pyridyl)methyl]-phenyl]-6-(4-methylphenyl)-2-methyl-2 H-1-benzopyran-3-carboxamide), ClC1=CC(=CC=C1)C(=O)OO (3-chloroperbenzoic acid), S(=S)(=O)([O-])[O-].[Na+].[Na+] (sodium thiosulfate). The solvent is O1CCCC1 (tetrahydrofuran). Run at time 24 hour. The product is OC(C1=CC=C(C=C1)NC(=O)C=1C(OC2=C(C1)C=C(C=C2)C2=CC=C(C=C2)C)C)C2=[N+](C=CC=C2)[O-] (N-[4-[hydroxy(1-oxidopyridin-2-yl)-methyl]phenyl]-6-(4-methylphenyl)-2-methyl-2 H-1-benzopyran-3-carboxamide). The yield is 41.6%. Reaction SMILES: [OH:1][CH:2]([C:30]1[CH:35]=[CH:34][CH:33]=[CH:32][N:31]=1)[C:3]1[CH:8]=[CH:7][C:6]([NH:9][C:10]([C:12]2[CH:13]([CH3:29])[O:14][C:15]3[CH:21]=[CH:20][C:19]([C:22]4[CH:27]=[CH:26][C:25]([CH3:28])=[CH:24][CH:23]=4)=[CH:18][C:16]=3[CH:17]=2)=[O:11])=[CH:5][CH:4]=1.ClC1C=CC=C(C(OO)=[O:44])C=1.S([O-])([O-])(=O)=S.[Na+].[Na+]>O1CCCC1>[OH:1][CH:2]([C:30]1[CH:35]=[CH:34][CH:33]=[CH:32][N+:31]=1[O-:44])[C:3]1[CH:4]=[CH:5][C:6]([NH:9][C:10]([C:12]2[CH:13]([CH3:29])[O:14][C:15]3[CH:21]=[CH:20][C:19]([C:22]4[CH:27]=[CH:26][C:25]([CH3:28])=[CH:24][CH:23]=4)=[CH:18][C:16]=3[CH:17]=2)=[O:11])=[CH:7][CH:8]=1 |f:2.3.4|. Procedure: To a solution of N-[4-[hydroxy(2-pyridyl)methyl]-phenyl]-6-(4-methylphenyl)-2-methyl-2 H-1-benzopyran-3-carboxamide (300 mg) in tetrahydrofuran (10 ml) was added 3-chloroperbenzoic acid (70%, 0.24 g) at 0° C., and the mixture was stirred at room temperature for 24 hours. To the mixture was added sodium thiosulfate, and the mixture was stirred for a few minutes. was extracted with ethyl acetate. The organic layer was washed with saturated sodium bicarbonate solution and saturated sodium chloride ... Reactants: CC(C)(N)CO, C1COCN1, O=C1CCCC1. The product is CC(C)(CO)NC1CCCC1. As a reaction SMILES: [NH2:1][C:2]([CH2:3][OH:4])([CH3:5])[CH3:6].[O:13]1[CH2:14][CH2:15][NH:16][CH2:17]1.[O:7]=[C:8]1[CH2:9][CH2:10][CH2:11][CH2:12]1>>[NH:1]([C:2]([CH2:3][OH:4])([CH3:5])[CH3:6])[CH:8]1[CH2:9][CH2:10][CH2:11][CH2:12]1. The reactants are CCCCCCCN(CCc1ccc(C=O)cc1)C(=O)OC(C)(C)C, CCOC(=O)C(OCC)P(=O)(c1ccccc1)c1ccccc1, [H-], [Na+], C1CCOC1. Product: CCCCCCCN(CCc1ccc(C=C(OCC)C(=O)OCC)cc1)C(=O)OC(C)(C)C. Reaction SMILES: [C:26]([CH3:27])([CH3:28])([CH3:29])[O:30][C:31]([N:32]([CH2:33][CH2:34][CH2:35][CH2:36][CH2:37][CH2:38][CH3:39])[CH2:40][CH2:41][c:42]1[cH:43][cH:44][c:45]([CH:48]=[O:49])[cH:46][cH:47]1)=[O:50].[CH2:3]([CH3:4])[O:5][C:6]([CH:7]([O:8][CH2:9][CH3:10])[P:11]([c:12]1[cH:13][cH:14][cH:15][cH:16][cH:17]1)([c:18]1[cH:19][cH:20][cH:21][cH:22][cH:23]1)=[O:24])=[O:25].[H-:1].[Na+:2].[O:51]1[CH2:52][CH2:53][CH2:54][CH2:55]1>>[CH2:3]([CH3:4])[O:5][C:6]([C:7]([O:8][CH2:9][CH3:10])=[CH:48][c:45]1[cH:44][cH:43][c:42]([CH2:41][CH2:40][N:32]([C:31]([O:30][C:26]([CH3:27])([CH3:28])[CH3:29])=[O:50])[CH2:33][CH2:34][CH2:35][CH2:36][CH2:37][CH2:38][CH3:39])[cH:47][cH:46]1)=[O:25]. Reactants: [Br-], C1CCOC1, C=CCOc1cc(OS(=O)(=O)C(F)(F)F)ccc1C=O, C[P+](c1ccccc1)(c1ccccc1)c1ccccc1, CCCCCC, [H-], [Na+]. The product is C=CCOc1cc(OS(=O)(=O)C(F)(F)F)ccc1C=C. RXN SMILES: [Br-:28].[CH2:23]1[O:24][CH2:25][CH2:26][CH2:27]1.[CH2:3]([CH:4]=[CH2:5])[O:6][c:7]1[cH:8][c:9]([O:15][S:16](=[O:17])(=[O:18])[C:19]([F:20])([F:21])[F:22])[cH:10][cH:11][c:12]1[CH:13]=[O:14].[CH3:29][P+:30]([c:31]1[cH:32][cH:33][cH:34][cH:35][cH:36]1)([c:37]1[cH:38][cH:39][cH:40][cH:41][cH:42]1)[c:43]1[cH:44][cH:45][cH:46][cH:47][cH:48]1.[CH3:49][CH2:50][CH2:51][CH2:52][CH2:53][CH3:54].[H-:1].[Na+:2]>>[CH2:3]([CH:4]=[CH2:5])[O:6][c:7]1[cH:8][c:9]([O:15][S:16](=[O:17])(=[O:18])[C:19]([F:20])([F:21])[F:22])[cH:10][cH:11][c:12]1[CH:13]=[CH2:23]. Reactants: BrC=1N=CC(=NC1)O (5-bromopyrazin-2-ol), CS(=O)(=O)OC1CCN(CC1)C(=O)OC(C)(C)C (tert-butyl 4-(methylsulfonyloxy)piperidine-1-carboxylate), C1COCCOCCOCCOCCOCCO1 (18-crown-6), C(=O)([O-])[O-].[K+].[K+] (K2CO3). The solvent is CC(CC)=O (butan-2-one). The product is BrC=1N=CC(=NC1)OC1CCN(CC1)C(=O)OC(C)(C)C (tert-butyl 4-(5-bromopyrazin-2-yloxy)piperidine-1-carboxylate). As a reaction SMILES: [Br:1][C:2]1[N:3]=[CH:4][C:5]([OH:8])=[N:6][CH:7]=1.CS(O[CH:14]1[CH2:19][CH2:18][N:17]([C:20]([O:22][C:23]([CH3:26])([CH3:25])[CH3:24])=[O:21])[CH2:16][CH2:15]1)(=O)=O.C1OCCOCCOCCOCCOCCOC1.C([O-])([O-])=O.[K+].[K+]>CC(=O)CC>[Br:1][C:2]1[N:3]=[CH:4][C:5]([O:8][CH:14]2[CH2:19][CH2:18][N:17]([C:20]([O:22][C:23]([CH3:26])([CH3:25])[CH3:24])=[O:21])[CH2:16][CH2:15]2)=[N:6][CH:7]=1 |f:3.4.5|. Reported procedure: A mixture of 5-bromopyrazin-2-ol B4a (525 mg, 3 mmol), tert-butyl 4-(methylsulfonyloxy)piperidine-1-carboxylate (1.117 g, 4 mmol), 18-crown-6 (79 mg, 0.3 mmol), K2CO3 (829 mg, 6 mmol) in butan-2-one (19 mL) is subjected to microwave irradiation at 130° C. for 15 min. The solids are filtered off, washed with ethyl acetate and purified by flash chromatography (hexanes/ethyl acetate gradient) to afford tert-butyl 4-(5-bromopyrazin-2-yloxy)piperidine-1-carboxylate B4b as a white solid: MS calcd. For... The reactants are N1[C@@H](CCC1=O)C(=O)OC (methyl (2S)-5-pyrrolidone-2-carboxylate), [H-].[Na+] (sodium hydride), C(C1=CC=CC=C1)Br (benzyl bromide). Solvent: O (water), C(C)(=O)OCC (ethyl acetate), O1CCCC1 (tetrahydrofuran), O (water). Conditions: temperature 60 celsius, time 3 hour. Product: C(C1=CC=CC=C1)N1[C@@H](CCC1=O)C(=O)OC (methyl (2S)-1-benzyl-5-pyrrolidone-2-carboxylate). As a reaction SMILES: [NH:1]1[C:5](=[O:6])[CH2:4][CH2:3][C@H:2]1[C:7]([O:9][CH3:10])=[O:8].[H-].[Na+].[CH2:13](Br)[C:14]1[CH:19]=[CH:18][CH:17]=[CH:16][CH:15]=1>O1CCCC1.O.C(OCC)(=O)C>[CH2:13]([N:1]1[C:5](=[O:6])[CH2:4][CH2:3][C@H:2]1[C:7]([O:9][CH3:10])=[O:8])[C:14]1[CH:19]=[CH:18][CH:17]=[CH:16][CH:15]=1 |f:1.2|. Procedure: To a solution of methyl (2S)-5-pyrrolidone-2-carboxylate (80 g) in tetrahydrofuran (900 ml) was added sodium hydride (60% in oil, 23.5 g) by portions. After the addition, the reaction mixture was heated to 60° C., and benzyl bromide (69.8 ml) was added dropwise thereto. After 3 hours, the reaction mixture was cooled to room temperature and water (100 ml) was added dropwise thereto. The reaction mixture was poured into a mixture of ethyl acetate (2 l) and water (800 ml). The organic layer was sep...